From a dataset of the Open Reaction Database (ORD), a public repository of structured organic reaction records. describe an organic reaction: reactants, conditions, products, and yield Reactants: OC=1N=C(C=2CCN(C(C2C1OC)=O)CC1=CC=C(C=C1)OC)C(=O)N(C)C (3-hydroxy-4-methoxy-6-(4-methoxybenzyl)-N,N-dimethyl-5-oxo-5,6,7,8-tetrahydro-2,6-naphthyridine-1-carboxamide), C[O-].C[O-].[Mg+2] (magnesium methylate), CO (methanol), IC (iodomethane). Run in CN(C)C=O (DMF). Reaction conditions: temperature 50 celsius, time 1.5 hour. The product is COC=1C(N(C(=C2CCN(C(C12)=O)CC1=CC=C(C=C1)OC)C(=O)N(C)C)C)=O (4-methoxy-6-(4-methoxybenzyl)-N,N,2-trimethyl-3,5-dioxo-2,3,5,6,7,8-hexahydro-2,6-naphthyridine-1-carboxamide). As a reaction SMILES: [OH:1][C:2]1[N:3]=[C:4]([C:24]([N:26]([CH3:28])[CH3:27])=[O:25])[C:5]2[CH2:6][CH2:7][N:8]([CH2:15][C:16]3[CH:21]=[CH:20][C:19]([O:22][CH3:23])=[CH:18][CH:17]=3)[C:9](=[O:14])[C:10]=2[C:11]=1[O:12][CH3:13].[CH3:29][O-].C[O-].[Mg+2].CO.IC>CN(C=O)C>[CH3:13][O:12][C:11]1[C:2](=[O:1])[N:3]([CH3:29])[C:4]([C:24]([N:26]([CH3:28])[CH3:27])=[O:25])=[C:5]2[C:10]=1[C:9](=[O:14])[N:8]([CH2:15][C:16]1[CH:21]=[CH:20][C:19]([O:22][CH3:23])=[CH:18][CH:17]=1)[CH2:7][CH2:6]2 |f:1.2.3|. Reported procedure: To a solution of 3-hydroxy-4-methoxy-6-(4-methoxybenzyl)-N,N-dimethyl-5-oxo-5,6,7,8-tetrahydro-2,6-naphthyridine-1-carboxamide (5.00 g) in DMF (50 mL) was added magnesium methylate (14.3 mL of a 6-10% methanol solution), and the reaction was heated to 50° C. for 1 hour. The reaction was treated with iodomethane (17.66 mL) and allowed to stir at 50 degrees for 1.5 hours. The reaction was quenched with 15 mL 10% aq KHSO4 and concentrated in vacuo to remove the methanol. The mixture was diluted wit...